Dataset: the Open Reaction Database (ORD), a public repository of structured organic reaction records. Task: describe an organic reaction: reactants, conditions, products, and yield Starting materials: C(C)(C)N(CC)C(C)C (diisopropylethylamine), NC=1C=C(C=CC1)[C@@]12N=C(SC[C@@H]1CN(C2)C(=O)OC(C)(C)C)NC(C2=CC=CC=C2)=O (tert-butyl (4aR,7aS)-7a-(3-aminophenyl)-2-benzamido-4,4a,5,7-tetrahydropyrrolo[3,4-d][1,3]thiazine-6-carboxylate), FC=1C=CC(=NC1)C(=O)O (5-fluoropyridine-2-carboxylic acid), O.ON1N=NC2=C1C=CC=C2 (1-hydroxybenzotriazole hydrate), Cl.CN(C(CN=C=NCC)C)C (1-(2-dimethylaminopropyl)-3-ethylcarbodiimide hydrochloride). The solvent is ClCCl (dichloromethane), C([O-])(O)=O.[Na+] (sodium bicarbonate), ClCCl (dichloromethane), CN(C=O)C (dimethylformamide). Reaction conditions: time 8 hour. Product: C(C1=CC=CC=C1)(=O)NC=1SC[C@H]2[C@@](N1)(CN(C2)C(=O)OC(C)(C)C)C2=CC(=CC=C2)NC(=O)C2=NC=C(C=C2)F (tert-Butyl (4aR,7aS)-2-benzamido-7a-[3-[(5-fluoropyridine-2-carbonyl)amino]phenyl]-4,4a,5,7-tetrahydropyrrolo[3,4-d][1,3]thiazine-6-carboxylate). The yield is 86.9%. As a reaction SMILES: [NH2:1][C:2]1[CH:3]=[C:4]([C@:8]23[CH2:16][N:15]([C:17]([O:19][C:20]([CH3:23])([CH3:22])[CH3:21])=[O:18])[CH2:14][C@H:13]2[CH2:12][S:11][C:10]([NH:24][C:25](=[O:32])[C:26]2[CH:31]=[CH:30][CH:29]=[CH:28][CH:27]=2)=[N:9]3)[CH:5]=[CH:6][CH:7]=1.[F:33][C:34]1[CH:35]=[CH:36][C:37]([C:40](O)=[O:41])=[N:38][CH:39]=1.O.ON1C2C=CC=CC=2N=N1.Cl.CN(C)C(C)CN=C=NCC.C(N(C(C)C)CC)(C)C>ClCCl.C(=O)(O)[O-].[Na+].CN(C)C=O>[C:25]([NH:24][C:10]1[S:11][CH2:12][C@@H:13]2[CH2:14][N:15]([C:17]([O:19][C:20]([CH3:23])([CH3:22])[CH3:21])=[O:18])[CH2:16][C@:8]2([C:4]2[CH:5]=[CH:6][CH:7]=[C:2]([NH:1][C:40]([C:37]3[CH:36]=[CH:35][C:34]([F:33])=[CH:39][N:38]=3)=[O:41])[CH:3]=2)[N:9]=1)(=[O:32])[C:26]1[CH:27]=[CH:28][CH:29]=[CH:30][CH:31]=1 |f:2.3,4.5,8.9|. Procedure: A slurry of tert-butyl (4aR,7aS)-7a-(3-aminophenyl)-2-benzamido-4,4a,5,7-tetrahydropyrrolo[3,4-d][1,3]thiazine-6-carboxylate (93 mg, 0.21 mmol), 5-fluoropyridine-2-carboxylic acid (31.9 mg, 0.23 mmol), 1-hydroxybenzotriazole hydrate (56.7 mg, 0.41 mmol) and 1-(2-dimethylaminopropyl)-3-ethylcarbodiimide hydrochloride (40 mg, 0.21 mmol) in dichloromethane (4 mL) containing dimethylformamide (1 ml) is treated with diisopropylethylamine (179.2 μL, 1.03 mmol) and the resulting mixture is stirred at r... Reactants: C(C1=CC=CC=C1)N1CCC(CC1)(CCO[Si](C1=CC=CC=C1)(C1=CC=CC=C1)C(C)(C)C)CCN1CCC(CC1)N(C(=O)C=1OC=CC1)C1=CC=C(C=C1)C (N-[1-[2-[1-Benzyl-4-[2-(tert-butyldiphenylsiloxy)ethyl]piperidin-4-yl]ethyl]piperidin-4-yl]-N-(p-tolyl)-2-furancarboxamide), [F-].C(CCC)[N+](CCCC)(CCCC)CCCC.O1CCCC1 (tetra n-butylammonium fluoride tetrahydrofuran), C([O-])(O)=O.[Na+] (sodium bicarbonate). Run in O1CCCC1 (tetrahydrofuran). Conditions: time 15 hour. The product is C(C1=CC=CC=C1)N1CCC(CC1)(CCO)CCN1CCC(CC1)N(C(=O)C=1OC=CC1)C1=CC=C(C=C1)C (N-[1-[2-[1-Benzyl-4-(2-hydroxyethyl)piperidin-4-yl]ethyl]piperidin-4-yl]-N-(p-tolyl)-2-furancarboxamide). Yield: 63.6%. RXN SMILES: [CH2:1]([N:8]1[CH2:13][CH2:12][C:11]([CH2:34][CH2:35][N:36]2[CH2:41][CH2:40][CH:39]([N:42]([C:50]3[CH:55]=[CH:54][C:53]([CH3:56])=[CH:52][CH:51]=3)[C:43]([C:45]3[O:46][CH:47]=[CH:48][CH:49]=3)=[O:44])[CH2:38][CH2:37]2)([CH2:14][CH2:15][O:16][Si](C(C)(C)C)(C2C=CC=CC=2)C2C=CC=CC=2)[CH2:10][CH2:9]1)[C:2]1[CH:7]=[CH:6][CH:5]=[CH:4][CH:3]=1.[F-].C([N+](CCCC)(CCCC)CCCC)CCC.O1CCCC1.C(=O)(O)[O-].[Na+]>O1CCCC1>[CH2:1]([N:8]1[CH2:9][CH2:10][C:11]([CH2:34][CH2:35][N:36]2[CH2:37][CH2:38][CH:39]([N:42]([C:50]3[CH:55]=[CH:54][C:53]([CH3:56])=[CH:52][CH:51]=3)[C:43]([C:45]3[O:46][CH:47]=[CH:48][CH:49]=3)=[O:44])[CH2:40][CH2:41]2)([CH2:14][CH2:15][OH:16])[CH2:12][CH2:13]1)[C:2]1[CH:3]=[CH:4][CH:5]=[CH:6][CH:7]=1 |f:1.2.3,4.5|. Procedure: To a solution of N-[1-[2-[1-benzyl-4-[2-(tert-butyldiphenylsiloxy)ethyl]piperidin-4-yl]ethyl]piperidin-4-yl]-N-(p-tolyl)-2-furancarboxamide (synthesized in Example 87) (0.73 g) in tetrahydrofuran (3 mL) was added 1M tetra n-butylammonium fluoride/tetrahydrofuran (1.9 mL). The reaction solution was stirred at room temperature for 15 hours. Saturated aqueous sodium bicarbonate solution was added to the solution and it was extracted with ethyl acetate. The organic layer was washed with saturated aq... Starting materials: ClC1=NC(=NC(=C1)C1=NC=CC=C1)C1=NC=CC=C1 (4-chloro-2,6-di(2-pyridinyl)pyrimidine), COC1=C(N)C=C(C=C1)C (2-methoxy-5-methylaniline). RXN SMILES: Cl[C:2]1[CH:7]=[C:6]([C:8]2[CH:13]=[CH:12][CH:11]=[CH:10][N:9]=2)[N:5]=[C:4]([C:14]2[CH:19]=[CH:18][CH:17]=[CH:16][N:15]=2)[N:3]=1.[CH3:20][O:21][C:22]1[CH:28]=[CH:27][C:26]([CH3:29])=[CH:25][C:23]=1[NH2:24]>>[CH3:20][O:21][C:22]1[CH:28]=[CH:27][C:26]([CH3:29])=[CH:25][C:23]=1[NH:24][C:2]1[CH:7]=[C:6]([C:8]2[CH:13]=[CH:12][CH:11]=[CH:10][N:9]=2)[N:5]=[C:4]([C:14]2[CH:19]=[CH:18][CH:17]=[CH:16][N:15]=2)[N:3]=1. The product is COC1=C(NC2=NC(=NC(=C2)C2=NC=CC=C2)C2=NC=CC=C2)C=C(C=C1)C (4-(2-Methoxy-5-methylanilino)-2,6-di(2-pyridinyl)pyrimidine), solid. Reported procedure: The title compound was prepared from a mixture 4-chloro-2,6-di(2-pyridinyl)pyrimidine (25 mg, 0.093 mmol) and 2-methoxy-5-methylaniline (19 mg, 0.140 mmol) similar to Example 111 and isolated as a yellow solid (12 mg, 35%). 1H NMR (CDCl3): 8.89–8.87 (m, 1H), 8.69–8.64 (m, 3H), 7.92–7.84 (m, 3H), 7.89 (s, 1H), 7.55 (s, 1H), 7.44–7.36 (m, 2H), 6.92 (dd, J=1.8, 8.1 Hz, 1H), 6.85 (d, J=8.1 Hz, 1H), 3.86 (s, 3H), 2.39 (s, 3H). Isolated yield 35.0%.